From a dataset of the Open Reaction Database (ORD), a public repository of structured organic reaction records. describe an organic reaction: reactants, conditions, products, and yield Reactants: ClC=1C=CC2=C(C1)C1(NCCN1)S2 (4-chlorobenzothietane-2-spiro-2'-imidazolidine), ClC=1C=C(CCl)C=CC1 (3-chlorobenzyl chloride). Run in CO (methanol). Product: Cl.ClC=1C=C(CSC2=C(C=C(C=C2)Cl)C=2NCCN2)C=CC1 (2-[2'-(3"-chlorobenzylthio)-5'-chlorophenyl]-imidazoline hydrochloride). RXN SMILES: [Cl:1][C:2]1[CH:3]=[CH:4][C:5]2[S:13][C:8]3([NH:12][CH2:11][CH2:10][NH:9]3)[C:6]=2[CH:7]=1.[Cl:14][C:15]1[CH:16]=[C:17]([CH:20]=[CH:21][CH:22]=1)[CH2:18]Cl>CO>[ClH:1].[Cl:14][C:15]1[CH:16]=[C:17]([CH:20]=[CH:21][CH:22]=1)[CH2:18][S:13][C:5]1[CH:4]=[CH:3][C:2]([Cl:1])=[CH:7][C:6]=1[C:8]1[NH:12][CH2:11][CH2:10][N:9]=1 |f:3.4|. Procedure details: 32 Parts of 4-chlorobenzothietane-2-spiro-2'-imidazolidine is reacted with 26 parts of 3-chlorobenzyl chloride in 300 parts of methanol, as described in Example 11. The yield is 49 parts (85% of theory ) and the melting point is 255° C. The reactants are ClCCCCC1(C(NC2=CC=CC=C12)=O)CC (3-(4-chlorobutyl)-3-ethyl-1,3-dihydro-2H-indol-2-one), ClC=1C=CC(=C(C1)N1CCNCC1)OC (1-(5-chloro-2-methoxyphenyl)-piperazine). The product is Cl.ClC=1C=CC(=C(C1)N1CCN(CC1)CCCCC1C(NC2=CC=CC=C12)=O)OC (3-{4-[4-(5-Chloro-2-methoxyphenyl)-piperazine-1-yl]-butyl}-1,3-dihydro-2H-indol-2-one Monohydrochloride). Reaction SMILES: [Cl:1][CH2:2][CH2:3][CH2:4][CH2:5][C:6]1(CC)[C:14]2[C:9](=[CH:10][CH:11]=[CH:12][CH:13]=2)[NH:8][C:7]1=[O:15].[Cl:18][C:19]1[CH:20]=[CH:21][C:22]([O:31][CH3:32])=[C:23]([N:25]2[CH2:30][CH2:29][NH:28][CH2:27][CH2:26]2)[CH:24]=1>>[ClH:1].[Cl:18][C:19]1[CH:20]=[CH:21][C:22]([O:31][CH3:32])=[C:23]([N:25]2[CH2:26][CH2:27][N:28]([CH2:2][CH2:3][CH2:4][CH2:5][CH:6]3[C:14]4[C:9](=[CH:10][CH:11]=[CH:12][CH:13]=4)[NH:8][C:7]3=[O:15])[CH2:29][CH2:30]2)[CH:24]=1 |f:2.3|. Procedure: The title compound is prepared according to process B by applying processing method 2 starting from 3-(4-chlorobutyl)-3-ethyl-1,3-dihydro-2H-indol-2-one and 1-(5-chloro-2-methoxyphenyl)-piperazine. The reactants are CN1CCNCC1 (1-methylpiperazine), C([O-])([O-])=O.[K+].[K+] (potassium carbonate), C1=NC=CC=2C(=CC=CC12)S(=O)(=O)Cl (5-isoquinolinesulfonyl chloride). The solvent is C(Cl)(Cl)Cl (chloroform), C(Cl)(Cl)Cl (chloroform), C(Cl)(Cl)Cl (chloroform). Run at time 1 hour. The product is C1=NC=CC=2C(=CC=CC12)S(=O)(=O)N1CCN(CC1)C (1-(5-isoquinolinesulfonyl)-4-methylpiperazine). Isolated yield 831.6%. RXN SMILES: [CH3:1][N:2]1[CH2:7][CH2:6][NH:5][CH2:4][CH2:3]1.C(=O)([O-])[O-].[K+].[K+].[CH:14]1[C:23]2[CH:22]=[CH:21][CH:20]=[C:19]([S:24](Cl)(=[O:26])=[O:25])[C:18]=2[CH:17]=[CH:16][N:15]=1>C(Cl)(Cl)Cl>[CH:14]1[C:23]2[CH:22]=[CH:21][CH:20]=[C:19]([S:24]([N:5]3[CH2:6][CH2:7][N:2]([CH3:1])[CH2:3][CH2:4]3)(=[O:26])=[O:25])[C:18]=2[CH:17]=[CH:16][N:15]=1 |f:1.2.3|. Procedure details: In 100 ml of chloroform was dissolved 5.0 g of 1-methylpiperazine, and to the solution was added 6.9 g of anhydrous potassium carbonate. To the mixture was added dropwise 200 ml of a chloroform solution containing 1.4 g of 5-isoquinolinesulfonyl chloride under cooling with ice. After the dropwise addition of the chloroform solution, the mixed solution thus obtained was stirred for one hour under cooling with ice, and then the reaction solution was washed with 50 ml of a 5N aqueous sodium hydroxi... Reactants: [Li]CCCC (n-BuLi), solution, CCCCCC (hexane), C12(C(CCC(C1(C)C)C2)(C)O)O ((+)-pinanediol), C[Si](C)(C)Cl (TMSCl), O1CNCC1 (oxazolidine), COB(OC)OC (trimethylborate). Solvent: CCOCC (Et2O), C1CCOC1 (THF), C1CCOC1 (THF). Run at time 1.5 hour. Product: C12(C(CCC(C1(C)C)C2)(C)O)O.CC1(N=C(OC1)C=1C=C(C=CC1)B([O-])[O-])C ((+)-pinanediol 3-(4,4-dimethyl-4,5-dihydro-oxazol-2-yl)phenylboronate). Yield: 54.0%. As a reaction SMILES: [Li]CCCC.O1CC[NH:8][CH2:7]1.CO[B:13]([O:16]C)[O:14]C.C[Si](Cl)(C)C.[C:23]12([OH:34])[CH2:31][CH:27]([C:28]1([CH3:30])[CH3:29])[CH2:26][CH2:25][C:24]2([OH:33])[CH3:32].[CH3:35][CH2:36][CH2:37][CH2:38][CH2:39][CH3:40]>C1COCC1.CCOCC>[C:23]12([OH:34])[CH2:31][CH:27]([C:28]1([CH3:30])[CH3:29])[CH2:26][CH2:25][C:24]2([OH:33])[CH3:32].[CH3:30][C:28]1([CH3:29])[CH2:23][O:34][C:7]([C:37]2[CH:36]=[C:35]([B:13]([O-:14])[O-:16])[CH:40]=[CH:39][CH:38]=2)=[N:8]1 |f:8.9|. Reported procedure: n-BuLi (2.5 mL of a 2.5 M solution in hexane, 6.23 mmol) was added dropwise with stirring to a solution of 6 (1.51 g, 5.93 mmol) in THF (9.5 mL) at −78° C. under argon. After 30 min a solution of trimethylborate (0.7 mL, 5.93 mmol) in THF (2 mL) was added and the mixture stirred for 1.5 h; thereafter, the resulting yellow solution was quenched with TMSCl (0.75 mL, 5.93 mmol) and allowed to reach rt. After 1 h (+)-pinanediol (1.01 g, 5.93 mmol) dissolved in a minimum amount of anhydrous Et2O was ... The reactants are ClC1=CC(=CC(=C1)OC)OC (1-chloro-3,5-dimethoxybenzene), O=P12OP3(=O)OP(=O)(O1)OP(=O)(O2)O3 (P2O5), CS(=O)(=O)O (methanesulfonic acid), O=C1CCC[C@H](N1)C(=O)O ((S)-6-oxopiperidine-2-carboxylic acid). Solvent: O (water). Reaction conditions: temperature 100 celsius. Product: ClC1=CC(=C(C(=C1)OC)C1CCCC(N1)=O)OC (6-(4-chloro-2,6-dimethoxyphenyl)piperidin-2-one). As a reaction SMILES: [Cl:1][C:2]1[CH:7]=[C:6]([O:8][CH3:9])[CH:5]=[C:4]([O:10][CH3:11])[CH:3]=1.O=P12OP3(OP(OP(O3)(O1)=O)(=O)O2)=O.CS(O)(=O)=O.[O:31]=[C:32]1[NH:37][C@H:36](C(O)=O)[CH2:35][CH2:34][CH2:33]1>O>[Cl:1][C:2]1[CH:3]=[C:4]([O:10][CH3:11])[C:5]([CH:36]2[NH:37][C:32](=[O:31])[CH2:33][CH2:34][CH2:35]2)=[C:6]([O:8][CH3:9])[CH:7]=1. Procedure: A mixture of commercially available 1-chloro-3,5-dimethoxybenzene (1.243 g; 6.98 mmol), P2O5(991 mg; 6.98 mmol), and methanesulfonic acid (5.659 g; 58.89 mmol) was treated with commercially available (S)-6-oxopiperidine-2-carboxylic acid (1.000 g; 6.98 mmol), and the resulting mixture was heated to 100° C. for 30 min. After cooling to rt, water was added, and the resulting solution was extracted with DCM. The mixed organic layers were dried over anh. MgSO4, filtered, and concentrated to dryness ... Starting materials: O1CCCC=C1 (3,4-dihydro-2H-pyran), C(O)([O-])=O.[Na+] (sodium hydrogen carbonate), ClC1=NC(=C2N=CNC2=N1)Cl (2,6-Dichloro-9H-purine), O.C1(=CC=C(C=C1)S(=O)(=O)O)C (4-toluenesulphonic acid monohydrate). Solvent: O (water), C(C)(=O)OCC (ethyl acetate), C(C)(=O)OCC (ethyl acetate). Run at temperature 50 celsius. The product is ClC1=NC(=C2N=CN(C2=N1)C1OCCCC1)Cl (2,6-Dichloro-9-(tetrahydro-2H-pyran-2-yl)-9H-purine), solid. Reaction SMILES: [Cl:1][C:2]1[N:10]=[C:9]2[C:5]([N:6]=[CH:7][NH:8]2)=[C:4]([Cl:11])[N:3]=1.O.C1(C)C=CC(S(O)(=O)=O)=CC=1.[O:24]1[CH:29]=[CH:28][CH2:27][CH2:26][CH2:25]1.C(=O)([O-])O.[Na+]>C(OCC)(=O)C.O>[Cl:1][C:2]1[N:10]=[C:9]2[C:5]([N:6]=[CH:7][N:8]2[CH:25]2[CH2:26][CH2:27][CH2:28][CH2:29][O:24]2)=[C:4]([Cl:11])[N:3]=1 |f:1.2,4.5|. Procedure details: 2,6-Dichloro-9H-purine (20 g, 0.11 mol) and 4-toluenesulphonic acid monohydrate (0.2 g) were dissolved in ethyl acetate (300 ml), the mixture heated to 50° C. and a solution of 3,4-dihydro-2H-pyran (12.6 ml, 0.14 mol) in ethyl acetate (50 ml) added slowly over 30 minutes. The reaction mixture was cooled to room temperature, water (100 ml) added and the pH of the solution adjusted to 7 by addition of a saturated aqueous solution of sodium hydrogen carbonate. The organic layer was separated, washe... As a reaction SMILES: [C:1](OC1C=CC(C)=CC=1O)(=O)C1C=CC=CC=1.C(O[C:27]1[CH:28]=[CH:29][C:30]([OH:39])=[C:31]([CH:38]=1)[O:32][CH2:33][C:34]([NH:36][CH3:37])=[O:35])(=O)C1C=CC=CC=1.C(OC1C=CC(OCC2C=CC=CC=2)=CC=1O)(=O)C1C=CC=CC=1>>[OH:39][C:30]1[CH:29]=[CH:28][C:27]([CH3:1])=[CH:38][C:31]=1[O:32][CH2:33][C:34]([NH:36][CH3:37])=[O:35]. Reported procedure: 2-Hydroxy-N,5-dimethylphenoxyacetamide, m.p. 163°-165°C. is prepared from 2-benzoyloxy-5-methylphenol by a similar process to that described in Example 12 for the preparation of 5-benzoyloxy-2-hydroxy-N-methylphenoxyacetamide from 2-benzoyloxy-5-benzyloxyphenol. Yields the product OC1=C(OCC(=O)NC)C=C(C=C1)C (2-Hydroxy-N,5-dimethylphenoxyacetamide). Starting materials: C(C1=CC=CC=C1)(=O)OC1=C(C=C(C=C1)C)O (2-benzoyloxy-5-methylphenol), C(C1=CC=CC=C1)(=O)OC=1C=CC(=C(OCC(=O)NC)C1)O (5-benzoyloxy-2-hydroxy-N-methylphenoxyacetamide), C(C1=CC=CC=C1)(=O)OC1=C(C=C(C=C1)OCC1=CC=CC=C1)O (2-benzoyloxy-5-benzyloxyphenol). The yield is 77.0%. Starting materials: C1(=CC=CC=C1)OC(NC=1C(=NC(=C(C1)CC)C)OC)=O (Phenyl-N-(5-ethyl-2-methoxy-6-methylpyridin-3-yl)carbamate), COC1=C(C=CC(=C1)OC)N1CCNCC1 (1-(2,4-dimethoxyphenyl)piperazine). Product: C(C)C=1C=C(C(=NC1C)OC)NC(=O)N1CCN(CC1)C1=C(C=C(C=C1)OC)OC (1-[(5-ethyl-2-methoxy-6-methylpyridin-3-yl)aminocarbonyl]-4-(2,4-dimethoxyphenyl)piperazine). RXN SMILES: C1(O[C:8](=[O:21])[NH:9][C:10]2[C:11]([O:19][CH3:20])=[N:12][C:13]([CH3:18])=[C:14]([CH2:16][CH3:17])[CH:15]=2)C=CC=CC=1.[CH3:22][O:23][C:24]1[CH:29]=[C:28]([O:30][CH3:31])[CH:27]=[CH:26][C:25]=1[N:32]1[CH2:37][CH2:36][NH:35][CH2:34][CH2:33]1>>[CH2:16]([C:14]1[CH:15]=[C:10]([NH:9][C:8]([N:35]2[CH2:34][CH2:33][N:32]([C:25]3[CH:26]=[CH:27][C:28]([O:30][CH3:31])=[CH:29][C:24]=3[O:23][CH3:22])[CH2:37][CH2:36]2)=[O:21])[C:11]([O:19][CH3:20])=[N:12][C:13]=1[CH3:18])[CH3:17]. Reported procedure: Phenyl-N-(5-ethyl-2-methoxy-6-methylpyridin-3-yl)carbamate and 1-(2,4-dimethoxyphenyl)piperazine were reacted by the same way with the example 1 to obtain the titled compound. Procedure details: Following the procedure for the preparation of methyl (L-alanylamino)(cyclopropyl)acetate hydrochloride but substituting methyl N-{2-[(tert-butoxycarbonyl)amino]butanoyl}alaninate and making non-critical variations provided the title compound as a solid: 1H NMR (DMSO-d6) δ 0.86-0.92, 1.39-1.41, 1.62-1.82, 3.64, 3.92, 4.18-4.23, 8.36. 8.92. Reaction SMILES: [ClH:1].N[C@H](C(NC(C1CC1)C(OC)=O)=O)C.C(OC([NH:23][CH:24]([CH2:34][CH3:35])[C:25]([NH:27][C@H:28]([C:30]([O:32][CH3:33])=[O:31])[CH3:29])=[O:26])=O)(C)(C)C>>[ClH:1].[NH2:23][CH:24]([CH2:34][CH3:35])[C:25]([NH:27][C@H:28]([C:30]([O:32][CH3:33])=[O:31])[CH3:29])=[O:26] |f:0.1,3.4|. The reactants are Cl.N[C@@H](C)C(=O)NC(C(=O)OC)C1CC1 (methyl (L-alanylamino)(cyclopropyl)acetate hydrochloride), C(C)(C)(C)OC(=O)NC(C(=O)N[C@@H](C)C(=O)OC)CC (methyl N-{2-[(tert-butoxycarbonyl)amino]butanoyl}alaninate). Product: Cl.NC(C(=O)N[C@@H](C)C(=O)OC)CC (methyl N-(2-aminobutanoyl)alaninate hydrochloride).